Dataset: the Open Reaction Database (ORD), a public repository of structured organic reaction records. Task: describe an organic reaction: reactants, conditions, products, and yield Reactants: COC=1C=C2C(=CNC2=CC1)C1CCNCC1 (5-methoxy-3-piperidine-4-yl-1H-indole), C1(=CC=CC=C1)OC(NCC1CCC(CC1)(C1=CC=CC=C1)N(C)C)=O ((4-dimethylamino-4-phenylcyclohexylmethyl)-carbamic acid phenyl ester). The solvent is O1CCOCC1 (dioxane). Product: CN(C1(CCC(CC1)CNC(=O)N1CCC(CC1)C1=CNC2=CC=C(C=C12)OC)C1=CC=CC=C1)C (4-(5-methoxy-1H-indol-3-yl)piperidine-1-carboxylic acid-(4-dimethylamino-4-phenylcyclohexylmethyl)-amide). Yield: 30.1%. Reaction SMILES: [CH3:1][O:2][C:3]1[CH:4]=[C:5]2[C:9](=[CH:10][CH:11]=1)[NH:8][CH:7]=[C:6]2[CH:12]1[CH2:17][CH2:16][NH:15][CH2:14][CH2:13]1.C1([O:24][C:25](=O)[NH:26][CH2:27][CH:28]2[CH2:33][CH2:32][C:31]([N:40]([CH3:42])[CH3:41])([C:34]3[CH:39]=[CH:38][CH:37]=[CH:36][CH:35]=3)[CH2:30][CH2:29]2)C=CC=CC=1>O1CCOCC1>[CH3:41][N:40]([CH3:42])[C:31]1([C:34]2[CH:35]=[CH:36][CH:37]=[CH:38][CH:39]=2)[CH2:32][CH2:33][CH:28]([CH2:27][NH:26][C:25]([N:15]2[CH2:16][CH2:17][CH:12]([C:6]3[C:5]4[C:9](=[CH:10][CH:11]=[C:3]([O:2][CH3:1])[CH:4]=4)[NH:8][CH:7]=3)[CH2:13][CH2:14]2)=[O:24])[CH2:29][CH2:30]1. Reported procedure: In each case 5-methoxy-3-piperidine-4-yl-1H-indole (169.3 mg, 0.735 mmole) in dioxane (4.5 ml) and the diastereoisomer mixture of (4-dimethylamino-4-phenylcyclohexylmethyl)-carbamic acid phenyl ester (259.0 mg, 0.735 mmole) were dissolved in two microwave reaction vessels. The reaction mixture was treated with microwave radiation as follows: experiment 1 (150° C., 52 minutes) and experiment 2 (200° C., 2 minutes). In each experiment the reaction mixture was worked up by distilling off the solven... Reactants: ClC(=O)OCC(C)C (isobutyl chloroformate), N\C(\[C@@H](C1=CC=CC=C1)NC(=O)C1SCCN1S(=O)(=O)C1=CC=C(C=C1)C1=CC=CC=C1)=N/O (N-[(1R,2Z)-2-amino-2-(hydroxyimino)-1-phenylethyl]-3-(biphenyl-4-ylsulfonyl)-1,3-thiazolidine-2-carboxamide), Carboxylic acid, C(C)(C)(C)OCCC(=O)O (3-tert-butoxypropionic acid), CN1CCOCC1 (NMM). Solvent: C1CCOC1 (THF), C1CCOC1 (THF). Conditions: temperature -15 celsius, time 30 minute. Product: C1(=CC=C(C=C1)S(=O)(=O)N1C(SCC1)C(=O)NC(\C(=N/O)\NC(CCOC(C)(C)C)=O)C1=CC=CC=C1)C1=CC=CC=C1 (3-(biphenyl-4-ylsulfonyl)-N-[(2E)-2-[(3-tert-butoxypropanoyl)amino]-2-(hydroxyimino)-1-phenylethyl]-1,3-thiazolidine-2-carboxamide). Isolated yield 85.8%. As a reaction SMILES: [C:1]([O:5][CH2:6][CH2:7][C:8]([OH:10])=O)([CH3:4])([CH3:3])[CH3:2].CN1CCOCC1.ClC(OCC(C)C)=O.[NH2:26]/[C:27](=[N:58]\[OH:59])/[C@H:28]([NH:35][C:36]([CH:38]1[N:42]([S:43]([C:46]2[CH:51]=[CH:50][C:49]([C:52]3[CH:57]=[CH:56][CH:55]=[CH:54][CH:53]=3)=[CH:48][CH:47]=2)(=[O:45])=[O:44])[CH2:41][CH2:40][S:39]1)=[O:37])[C:29]1[CH:34]=[CH:33][CH:32]=[CH:31][CH:30]=1>C1COCC1>[C:49]1([C:52]2[CH:57]=[CH:56][CH:55]=[CH:54][CH:53]=2)[CH:50]=[CH:51][C:46]([S:43]([N:42]2[CH2:41][CH2:40][S:39][CH:38]2[C:36]([NH:35][CH:28]([C:29]2[CH:34]=[CH:33][CH:32]=[CH:31][CH:30]=2)/[C:27](/[NH:26][C:8](=[O:10])[CH2:7][CH2:6][O:5][C:1]([CH3:2])([CH3:3])[CH3:4])=[N:58]\[OH:59])=[O:37])(=[O:45])=[O:44])=[CH:47][CH:48]=1. Reported procedure: Carboxylic acid, e.g., 3-tert-butoxypropionic acid (35 mg, 0.24 mmol), was dissolved in THF (2 mL). The resulting solution was cooled down to −15° C. NMM (84 μL, 0.76 mmol), followed by isobutyl chloroformate (33 μL, 0.25 mmol), were added. The mixture was stirred at −15° C. for 30 min. Intermediate Id, e.g. N-[(1R,2Z)-2-amino-2-(hydroxyimino)-1-phenylethyl]-3-(biphenyl-4-ylsulfonyl)-1,3-thiazolidine-2-carboxamide (108 mg, 0.22 mmol) in THF (2 mL) was added dropwise. The mixture was stirred over... The reactants are Cl (Hydrochloric acid), ClC(=O)OCCCCCCCCC (nonyl chlorocarboxylate), N1=CC=CC=C1 (pyridine), OC1=CC=C(C=C1)C1=NC=C(C=N1)CCCCCCCCCCCC (2-(4-Hydroxyphenyl)-5-dodecylpyrimidine). The solvent is C(Cl)(Cl)(Cl)Cl (carbon tetrachloride), C(Cl)(Cl)(Cl)Cl (carbon tetrachloride). Run at time 8 hour. RXN SMILES: [OH:1][C:2]1[CH:7]=[CH:6][C:5]([C:8]2[N:13]=[CH:12][C:11]([CH2:14][CH2:15][CH2:16][CH2:17][CH2:18][CH2:19][CH2:20][CH2:21][CH2:22][CH2:23][CH2:24][CH3:25])=[CH:10][N:9]=2)=[CH:4][CH:3]=1.Cl[C:27]([O:29][CH2:30][CH2:31][CH2:32][CH2:33][CH2:34][CH2:35][CH2:36][CH2:37][CH3:38])=[O:28].N1C=CC=CC=1.Cl>C(Cl)(Cl)(Cl)Cl>[CH2:30]([O:29][C:27]([O:1][C:2]1[CH:3]=[CH:4][C:5]([C:8]2[N:9]=[CH:10][C:11]([CH2:14][CH2:15][CH2:16][CH2:17][CH2:18][CH2:19][CH2:20][CH2:21][CH2:22][CH2:23][CH2:24][CH3:25])=[CH:12][N:13]=2)=[CH:6][CH:7]=1)=[O:28])[CH2:31][CH2:32][CH2:33][CH2:34][CH2:35][CH2:36][CH2:37][CH3:38]. Yields the product C(CCCCCCCC)OC(=O)OC1=CC=C(C=C1)C1=NC=C(C=N1)CCCCCCCCCCCC (2-(4-nonyloxycarbonyloxyphenyl)-5-dodecylpyrmidine). Reported procedure: 2-(4-Hydroxyphenyl)-5-dodecylpyrimidine (G) (1.0 g) was dissolved in 50 ml of carbon tetrachloride, 0.8 ml of nonyl chlorocarboxylate and 5 ml of pyridine were added, and the mixture was stirred for a while and allowed to stand overnight. 1N Hydrochloric acid was added, and the carbon tetrachloride layer was taken and concentrated. The residue was purified by repeated recrystallization from methanol to obtain (H).